From a dataset of the Open Reaction Database (ORD), a public repository of structured organic reaction records. describe an organic reaction: reactants, conditions, products, and yield Reactants: C(CCC)C=1C=C(C=CC1OCCC=1N=C(OC1C)C1=CC=C(C=C1)C1=CC=CC=C1)O (3-butyl-4-[2-(5-methyl-2-biphenyl-4-yl-oxazole-4-yl)ethoxy]phenol), BrC(C(=O)OCC)(C)C (ethyl 2-bromo-2-methylpropanoate), C([O-])([O-])=O.[Cs+].[Cs+] (cesium carbonate). Solvent: CN(C)C=O (DMF). Conditions: temperature 55 celsius. Product: C(C)OC(C(C)(C)OC1=CC(=C(C=C1)OCCC=1N=C(OC1C)C1=CC=C(C=C1)C1=CC=CC=C1)CCCC)=O (2-{4-[2-(2-biphenyl-4-yl-5-methyloxazol-4-yl)ethoxy]-3-butylphenoxy}-2-methylpropionic acid ethyl ester). Reaction SMILES: [CH2:1]([C:5]1[CH:6]=[C:7]([OH:32])[CH:8]=[CH:9][C:10]=1[O:11][CH2:12][CH2:13][C:14]1[N:15]=[C:16]([C:20]2[CH:25]=[CH:24][C:23]([C:26]3[CH:31]=[CH:30][CH:29]=[CH:28][CH:27]=3)=[CH:22][CH:21]=2)[O:17][C:18]=1[CH3:19])[CH2:2][CH2:3][CH3:4].Br[C:34]([CH3:41])([CH3:40])[C:35]([O:37][CH2:38][CH3:39])=[O:36].C(=O)([O-])[O-].[Cs+].[Cs+]>CN(C=O)C>[CH2:38]([O:37][C:35](=[O:36])[C:34]([O:32][C:7]1[CH:8]=[CH:9][C:10]([O:11][CH2:12][CH2:13][C:14]2[N:15]=[C:16]([C:20]3[CH:21]=[CH:22][C:23]([C:26]4[CH:27]=[CH:28][CH:29]=[CH:30][CH:31]=4)=[CH:24][CH:25]=3)[O:17][C:18]=2[CH3:19])=[C:5]([CH2:1][CH2:2][CH2:3][CH3:4])[CH:6]=1)([CH3:41])[CH3:40])[CH3:39] |f:2.3.4|. Reported procedure: A mixture of 3-butyl-4-[2-(5-methyl-2-biphenyl-4-yl-oxazole-4-yl)ethoxy]phenol (0.90 mmol), ethyl 2-bromo-2-methylpropanoate (2.25 mmol) and cesium carbonate (0.45 g, 1.38 mmol) in anhydrous DMF (4 mL) was heated for 24 h at 55° C. The mixture was concentrated in vacuo, and the residue was partitioned between ethyl acetate (50 mL) and water (40 mL), washed with brine, dried (Na2SO4), and removed in vacuo to give a crude oil which was purified using radial chromatography eluting with 2% ethyl ace...